From a dataset of the Open Reaction Database (ORD), a public repository of structured organic reaction records. describe an organic reaction: reactants, conditions, products, and yield Reactants: C(C)(C)(C)OC(=O)NC1=CC(=C(C(=O)OC)C(=C1)F)Cl (methyl 4-(tert-butoxycarbonylamino)-2-chloro-6-fluoro-benzoate), C(=O)(C(F)(F)F)O (TFA). Solvent: ClCCl (dichloromethane). Reaction conditions: time 4 hour. The product is NC1=CC(=C(C(=O)OC)C(=C1)F)Cl (Methyl 4-amino-2-chloro-6-fluorobenzoate). The yield is 100.7%. RXN SMILES: C(OC([NH:8][C:9]1[CH:18]=[C:17]([F:19])[C:12]([C:13]([O:15][CH3:16])=[O:14])=[C:11]([Cl:20])[CH:10]=1)=O)(C)(C)C.C(O)(C(F)(F)F)=O>ClCCl>[NH2:8][C:9]1[CH:18]=[C:17]([F:19])[C:12]([C:13]([O:15][CH3:16])=[O:14])=[C:11]([Cl:20])[CH:10]=1. Procedure details: To a solution of methyl 4-(tert-butoxycarbonylamino)-2-chloro-6-fluoro-benzoate (6.53 g, 21.5 mmol) in dichloromethane (40 mL) was added TFA (9.94 mL). The mixture was stirred at room temperature for 4 hours. The mixture was then concentrated. Water (30 mL) was added to the residue, and pH was adjusted 10 with 25% NaOH. The resulting suspension was extracted with EtOAc (3×). The combined organics were dried (Na2SO4), filtered and concentrated to give the title compound (4.41 g, quantitative yiel... The reactants are CN(N=C(C)C)C (acetone N,N-dimethylhydrazone), C(C)(C)[N-]C(C)C.[Li+] (lithium diisopropylamide), O.C(Cl)Cl (water methylene chloride), FC(C1=CC=C(OC2=CC=C(OC(C=O)C)C=C2)C=C1)(F)F (2-[4-(4-trifluoromethylphenoxy)phenoxy]propanal). Run in O1CCCC1 (tetrahydrofuran), O1CCCC1 (THF). Conditions: time 1 hour. Yields the product CN(N=C(C)CC(C(C)OC1=CC=C(C=C1)OC1=CC=C(C=C1)C(F)(F)F)O)C (4-hydroxy-5-[4-(4-trifluoromethylphenoxy)-phenoxy]-2-hexanone N,N-dimethylhydrazone). RXN SMILES: [CH3:1][N:2]([CH3:7])[N:3]=[C:4]([CH3:6])[CH3:5].C([N-]C(C)C)(C)C.[Li+].[F:16][C:17]([F:37])([F:36])[C:18]1[CH:35]=[CH:34][C:21]([O:22][C:23]2[CH:33]=[CH:32][C:26]([O:27][CH:28]([CH3:31])[CH:29]=[O:30])=[CH:25][CH:24]=2)=[CH:20][CH:19]=1.O.C(Cl)Cl>O1CCCC1>[CH3:1][N:2]([CH3:7])[N:3]=[C:4]([CH2:6][CH:29]([OH:30])[CH:28]([O:27][C:26]1[CH:25]=[CH:24][C:23]([O:22][C:21]2[CH:34]=[CH:35][C:18]([C:17]([F:37])([F:16])[F:36])=[CH:19][CH:20]=2)=[CH:33][CH:32]=1)[CH3:31])[CH3:5] |f:1.2,4.5|. Reported procedure: To a solution of acetone N,N-dimethylhydrazone (6.5 mmol) in tetrahydrofuran (THF; 15 ml) under nitrogen is added lithium diisopropylamide (LDA; 7.2 mmol) in THF (15 ml) at 0° for 5 hours. The resulting solution is cooled to -78°, and to it is added 2-[4-(4-trifluoromethylphenoxy)phenoxy]propanal (7.2 mmol). After 1 hour at -78°, the reaction mixture is allowed to warm to 0° and is poured into water/methylene chloride (3:1). The organic phase is separated (3X), and the combined organic extracts ... Starting materials: CCCCCCCCCCCCCCCCCCNC1OC(CO)C(O)C(O)C1O, CCCCCCCCCCCCN=C=O, CCO, C1CCOC1. Product: CCCCCCCCCCCCCCCCCCN(C(=O)NCCCCCCCCCCCC)C1OC(CO)C(O)C(O)C1O. Reaction SMILES: [CH2:1]([CH2:2][CH2:3][CH2:4][CH2:5][CH2:6][CH2:7][CH2:8][CH2:9][CH2:10][CH2:11][CH2:12][CH2:13][CH2:14][CH2:15][CH2:16][CH2:17][CH3:18])[NH:19][CH:20]1[CH:21]([OH:22])[CH:23]([OH:24])[CH:25]([OH:26])[CH:27]([CH2:29][OH:30])[O:28]1.[CH2:31]([CH2:32][CH2:33][CH2:34][CH2:35][CH2:36][CH2:37][CH2:38][CH2:39][CH2:40][CH2:41][CH3:42])[N:43]=[C:44]=[O:45].[CH3:51][CH2:52][OH:53].[O:46]1[CH2:47][CH2:48][CH2:49][CH2:50]1>>[CH2:1]([CH2:2][CH2:3][CH2:4][CH2:5][CH2:6][CH2:7][CH2:8][CH2:9][CH2:10][CH2:11][CH2:12][CH2:13][CH2:14][CH2:15][CH2:16][CH2:17][CH3:18])[N:19]([CH:20]1[CH:21]([OH:22])[CH:23]([OH:24])[CH:25]([OH:26])[CH:27]([CH2:29][OH:30])[O:28]1)[C:44]([NH:43][CH2:31][CH2:32][CH2:33][CH2:34][CH2:35][CH2:36][CH2:37][CH2:38][CH2:39][CH2:40][CH2:41][CH3:42])=[O:45]. Reactants: ClCCl, CC(=Nc1ccccc1)c1ccccc1. Yields the product CC(Nc1ccccc1)c1ccccc1. Reaction SMILES: [Cl:16][CH2:17][Cl:18].[c:1]1([C:7]([CH3:8])=[N:9][c:10]2[cH:11][cH:12][cH:13][cH:14][cH:15]2)[cH:2][cH:3][cH:4][cH:5][cH:6]1>>[c:1]1([CH:7]([CH3:8])[NH:9][c:10]2[cH:11][cH:12][cH:13][cH:14][cH:15]2)[cH:2][cH:3][cH:4][cH:5][cH:6]1. Starting materials: BrC=1C=CC2=C(C(OCC(N2)=O)(C2=CSC=C2)CC)C1 (7-bromo-5-ethyl-5-thien-3-yl-1,5-dihydro-4,1-benzoxazepin-2(3H)-one), ClC=1C=C(C=CC1F)B(O)O (3-chloro-4-fluorobenzeneboronic acid). Product: ClC=1C=C(C=CC1F)C=1C=CC2=C(C(OCC(N2)=O)(C2=CSC=C2)CC)C1 (7-(3-Chloro-4-fluorophenyl)-5-ethyl-5-thien-3-yl-1,5-dihydro-4,1-benzoxazepin-2(3H)-one). Reaction SMILES: Br[C:2]1[CH:3]=[CH:4][C:5]2[NH:11][C:10](=[O:12])[CH2:9][O:8][C:7]([CH2:18][CH3:19])([C:13]3[CH:17]=[CH:16][S:15][CH:14]=3)[C:6]=2[CH:20]=1.[Cl:21][C:22]1[CH:23]=[C:24](B(O)O)[CH:25]=[CH:26][C:27]=1[F:28]>>[Cl:21][C:22]1[CH:23]=[C:24]([C:2]2[CH:3]=[CH:4][C:5]3[NH:11][C:10](=[O:12])[CH2:9][O:8][C:7]([CH2:18][CH3:19])([C:13]4[CH:17]=[CH:16][S:15][CH:14]=4)[C:6]=3[CH:20]=2)[CH:25]=[CH:26][C:27]=1[F:28]. Reported procedure: Prepared from 7-bromo-5-ethyl-5-thien-3-yl-1,5-dihydro-4,1-benzoxazepin-2(3H)-one and 3-chloro-4-fluorobenzeneboronic acid using the coupling procedure described in example 1. 1H-NMR (DMSO-d6) δ 10.03 (s, 1H), 7.84 (dd, J=6.9, 2.2 Hz, 1H), 7.62 (m, 2H), 7.56 (dd, J=5.2, 3.0 Hz, 1H), 7.48 (m, 2H), 7.27 (m, 1H), 7.24 (d, J=8.5 Hz, 1H), 7.16 (dd, J=5.2, 1.4 Hz, 1H), 4.04 (d, J=15.4 Hz, 1H), 3.94 (d, J=15.4 Hz, 1H), 2.53 (m, 1H), 2.35 (m, 1H), 0.75 (t, J=7.1 Hz, 3H); MS (ES) m/z 402 (M+H)+; Run at time 24 hour. Reaction SMILES: [CH3:1][N:2]([CH3:6])[CH2:3][C:4]#[CH:5].I[C:8]1[CH:13]=[CH:12][C:11](/[C:14](/[C:31]2[CH:36]=[CH:35][CH:34]=[C:33]([C:37]([F:40])([F:39])[F:38])[CH:32]=2)=[CH:15]\[CH2:16][O:17][C:18]2[CH:29]=[CH:28][C:21]([O:22][CH2:23][C:24]([O:26][CH3:27])=[O:25])=[C:20]([CH3:30])[CH:19]=2)=[CH:10][CH:9]=1>O1CCCC1.C(N(CC)CC)C.[Cu]I.C1C=CC([P]([Pd]([P](C2C=CC=CC=2)(C2C=CC=CC=2)C2C=CC=CC=2)([P](C2C=CC=CC=2)(C2C=CC=CC=2)C2C=CC=CC=2)[P](C2C=CC=CC=2)(C2C=CC=CC=2)C2C=CC=CC=2)(C2C=CC=CC=2)C2C=CC=CC=2)=CC=1>[CH3:1][N:2]([CH2:3][C:4]#[C:5][C:8]1[CH:9]=[CH:10][C:11](/[C:14](/[C:31]2[CH:36]=[CH:35][CH:34]=[C:33]([C:37]([F:38])([F:39])[F:40])[CH:32]=2)=[CH:15]\[CH2:16][O:17][C:18]2[CH:29]=[CH:28][C:21]([O:22][CH2:23][C:24]([O:26][CH3:27])=[O:25])=[C:20]([CH3:30])[CH:19]=2)=[CH:12][CH:13]=1)[CH3:6] |^1:58,60,79,98|. Reagents/catalysts: [Cu]I (copper(I) iodide), C=1C=CC(=CC1)[P](C=2C=CC=CC2)(C=3C=CC=CC3)[Pd]([P](C=4C=CC=CC4)(C=5C=CC=CC5)C=6C=CC=CC6)([P](C=7C=CC=CC7)(C=8C=CC=CC8)C=9C=CC=CC9)[P](C=1C=CC=CC1)(C=1C=CC=CC1)C=1C=CC=CC1 (tetrakis(triphenylphosphine)palladium), [Cu]I (copper(I) iodide), C=1C=CC(=CC1)[P](C=2C=CC=CC2)(C=3C=CC=CC3)[Pd]([P](C=4C=CC=CC4)(C=5C=CC=CC5)C=6C=CC=CC6)([P](C=7C=CC=CC7)(C=8C=CC=CC8)C=9C=CC=CC9)[P](C=1C=CC=CC1)(C=1C=CC=CC1)C=1C=CC=CC1 (tetrakis(triphenylphosphine)palladium). The reactants are CN(CC#C)C (Dimethyl(prop-2-ynyl)amine), IC1=CC=C(C=C1)\C(=C/COC1=CC(=C(OCC(=O)OC)C=C1)C)\C1=CC(=CC=C1)C(F)(F)F (methyl (E)-[4-[3-(4-iodophenyl)-3-(3-trifluoromethylphenyl)allyloxy]-2-methylphenoxy]acetate), CN(CC#C)C (dimethyl(prop-2-ynyl)amine). Solvent: O1CCCC1 (tetrahydrofuran), C(C)N(CC)CC (triethylamine). Product: CN(C)CC#CC1=CC=C(C=C1)\C(=C/COC1=CC(=C(OCC(=O)OC)C=C1)C)\C1=CC(=CC=C1)C(F)(F)F (methyl (E)-[4-[3-[4-[3-(N,N-dimethylamino)propynyl]phenyl]-3-(3-trifluoromethyl phenyl)allyloxy]-2-methylphenoxy]acetate). Reported procedure: Dimethyl(prop-2-ynyl)amine (114 mg, 1.374 mmol) was added to a solution of methyl (E)-[4-[3-(4-iodophenyl)-3-(3-trifluoromethylphenyl)allyloxy]-2-methylphenoxy]acetate (400 mg, 0.687 mmol; prepared as described in example 34) in a mixture of tetrahydrofuran (12 mL) and triethylamine (12 mL). The mixture was degassed and copper(I) iodide (20 mg, 0.109 mmol) and tetrakis(triphenylphosphine)palladium (63 mg, 0.054 mmol) were added. The reaction mixture was stirred at ambient temperature for 24 h. F... Reactants: C1CC(=O)N(C1=O)Br (NBS), BrN1C(CCC1=O)=O (N-bromosuccinimide), CC(C)(C#N)N=NC(C)(C)C#N (AIBN), ClC1=C(OC(C(=O)OC)C2=CC=CC=C2)C=CC(=C1)C (Methyl 2-(2-Chloro-4-Methylphenoxy)-2-Phenylacetate). Run in C(Cl)(Cl)(Cl)Cl (CCl4). The product is ClC1=C(OC(C(=O)OC)C2=CC=CC=C2)C=CC(=C1)CBr (Methyl 2-(2-Chloro-4-Bromomethylphenoxy)-2-Phenylacetate). Yield: 33.7%. Reaction SMILES: [Cl:1][C:2]1[CH:19]=[C:18]([CH3:20])[CH:17]=[CH:16][C:3]=1[O:4][CH:5]([C:10]1[CH:15]=[CH:14][CH:13]=[CH:12][CH:11]=1)[C:6]([O:8][CH3:9])=[O:7].[Br:21]N1C(=O)CCC1=O.CC(N=NC(C#N)(C)C)(C#N)C>C(Cl)(Cl)(Cl)Cl>[Cl:1][C:2]1[CH:19]=[C:18]([CH2:20][Br:21])[CH:17]=[CH:16][C:3]=1[O:4][CH:5]([C:10]1[CH:15]=[CH:14][CH:13]=[CH:12][CH:11]=1)[C:6]([O:8][CH3:9])=[O:7]. Reported procedure: To a solution of 1.70 g (5.86 mmol) of the product from Step A dissolved in 20 mL of CCl4 was added 1.04 g (5.86 mmol) of N-bromosuccinimide and 50 mg (catalytic amount) of AIBN. The reaction mixture was stirred and heated at reflux for 7 hours, then an additional 0.20 g of NBS was added. The reaction was refluxed for 48 hours, then cooled and concentrated in vacuo. The residue was purified on a silica gel flash chromatography column eluted with 10% ethyl acetate/hexane to afford 0.730 g (34%) o... Starting materials: O=C1C=2C=C(C(NC2CCC1)=S)C#N (5-oxo-2-thioxo-1,2,5,6,7,8-hexahydro-quinoline-3-carbonitrile), NC1=CC(C2CCCCC2C1)=O (3-amino-4a,5,6,7,8,8a-hexahydro-4H-naphthalen-1-one), C(C#C)(=O)OC (methyl propiolate). The product is N1C(C=CC=2C(C3C(CC12)CCCC3)=O)=O (6,7,8,9,9a,10-Hexahydro-1H,5aH-benzo[g]quinoline-2,5-dione). RXN SMILES: [O:1]=[C:2]1CCC[C:8]2NC(=S)C(C#N)=C[C:3]1=2.[NH2:15][C:16]1[CH2:25][CH:24]2[CH:19]([CH2:20][CH2:21][CH2:22][CH2:23]2)[C:18](=[O:26])[CH:17]=1.C(OC)(=O)C#C>>[NH:15]1[C:16]2[CH2:25][CH:24]3[CH2:23][CH2:22][CH2:21][CH2:20][CH:19]3[C:18](=[O:26])[C:17]=2[CH:8]=[CH:3][C:2]1=[O:1]. Reported procedure: In close analogy to (Pettit, G. R.; Fleming, W. C.; Paull, K. D. J. Org. Chem. 1968, 33 (3) 1089-1092), 3-amino-4a,5,6,7,8,8a-hexahydro-4H-naphthalen-1-one was reacted with methyl propiolate to give the title compound as a colorless solid. Reactants: C[C@@H]1CN(C[C@@H](C1)COS(=O)(=O)C1=CC=C(C)C=C1)C(=O)OC(C)(C)C ((3S,5R)-tert-butyl 3-methyl-5-((tosyloxy)methyl)piperidine-1-carboxylate), [N-]=[N+]=[N-].[Na+] (sodium azide), CN(C)C=O (DMF). Run in CCOC(=O)C (EtOAc). Conditions: temperature 80 celsius, time 3 hour. The product is N(=[N+]=[N-])C[C@H]1CN(C[C@H](O1)C)C(=O)OC(C)(C)C ((2R,6R)-tert-butyl 2-(azidomethyl)-6-methylmorpholine-4-carboxylate), 37. Isolated yield 95.3%. As a reaction SMILES: [CH3:1][C@H:2]1[CH2:7][C@@H:6](COS(C2C=CC(C)=CC=2)(=O)=O)[CH2:5][N:4]([C:20]([O:22][C:23]([CH3:26])([CH3:25])[CH3:24])=[O:21])[CH2:3]1.[N-:27]=[N+:28]=[N-:29].[Na+].CN(C=[O:35])C>CCOC(C)=O>[N:27]([CH2:7][C@@H:6]1[O:35][C@H:2]([CH3:1])[CH2:3][N:4]([C:20]([O:22][C:23]([CH3:26])([CH3:25])[CH3:24])=[O:21])[CH2:5]1)=[N+:28]=[N-:29] |f:1.2|. Reported procedure: To a stirred solution of (3S,5R)-tert-butyl 3-methyl-5-((tosyloxy)methyl)piperidine-1-carboxylate (0.860 g, 2.232 mmol) in DMF (7 mL) at rt was added sodium azide (0.218 g, 3.347 mmol) after which time the reaction was warmed to 80° C. and stirred an additional 3 h. The completed reaction was cooled to rt, diluted with EtOAc (25 mL) and washed three times with water (5 mL each). The resultant organic layer was dried over anhydrous Na2SO4, filtered, concentrated after which time the crude product...